From a dataset of the Open Reaction Database (ORD), a public repository of structured organic reaction records. describe an organic reaction: reactants, conditions, products, and yield Reaction SMILES: [CH3:1][N:2]([NH:17][C:18](=[O:28])[C:19]1[CH:24]=[CH:23][C:22]([C:25](=S)[NH2:26])=[CH:21][CH:20]=1)[C:3]([C:5]1[CH:16]=[CH:15][C:8]([O:9][CH2:10][C:11]([O:13][CH3:14])=[O:12])=[CH:7][CH:6]=1)=[O:4].IC.C([O-])(=O)C.[NH4+:35].CO>CC(C)=O.ClCCl>[C:11]([OH:13])(=[O:12])[CH3:10].[CH3:1][N:2]([NH:17][C:18](=[O:28])[C:19]1[CH:24]=[CH:23][C:22]([C:25](=[NH:35])[NH2:26])=[CH:21][CH:20]=1)[C:3]([C:5]1[CH:16]=[CH:15][C:8]([O:9][CH2:10][C:11]([O:13][CH3:14])=[O:12])=[CH:7][CH:6]=1)=[O:4] |f:2.3,7.8|. Yields the product C(C)(=O)O.CN(C(=O)C1=CC=C(OCC(=O)OC)C=C1)NC(C1=CC=C(C=C1)C(N)=N)=O (Methyl 4-[2-methyl-3-(4-amidinobenzoyl)carbazoyl]phenoxy-acetate, acetate salt). Yield: 93.9%. The solvent is ClCCl (dichloromethane), CC(=O)C (acetone). Procedure details: In a similar manner to Example 12, methyl 4-[2-methyl-3-(4-thio-carbamoylbenzoyl) carbazoyl]phenoxyacetate (2.5 g) was reacted with iodomethane (15 ml) in acetone (150 ml) and the resultant product was treated with ammonium acetate (6.5 g), methanol (100 ml) and dichloromethane (100 ml). This yielded a crude yellow solid, which was triturated with methanol, collected and washed with methanol/dichloromethane, rather than crystallised, to give the title compound (1.3 g) as an off-white solid; m.p.... Reactants: resultant product, C(C)(=O)[O-].[NH4+] (ammonium acetate), CO (methanol), CN(C(=O)C1=CC=C(OCC(=O)OC)C=C1)NC(C1=CC=C(C=C1)C(N)=S)=O (methyl 4-[2-methyl-3-(4-thio-carbamoylbenzoyl) carbazoyl]phenoxyacetate), IC (iodomethane). Starting materials: OCCCCCCCCCBr, CC(C)=O. The product is O=C(O)CCCCCCCCBr. As a reaction SMILES: [Br:1][CH2:2][CH2:3][CH2:4][CH2:5][CH2:6][CH2:7][CH2:8][CH2:9][CH2:10][OH:11].[CH3:12][C:13]([CH3:14])=[O:15]>>[Br:1][CH2:2][CH2:3][CH2:4][CH2:5][CH2:6][CH2:7][CH2:8][CH2:9][C:10](=[O:11])[OH:15]. Reactants: ClC=1C=C(OC2=C(C(=O)N[C@H](CO)C3=CC=CC=C3)C=CC=N2)C=CC1 ((S)-2-(3-Chloro-phenoxy)-N-(2-hydroxy-1-phenyl-ethyl)-nicotinamide), O(Cl)Cl (oxychloride). Solvent: C1(=CC=CC=C1)C (toluene). Reaction conditions: time 2 hour. The product is ClC=1C=C(OC2=NC=CC=C2C=2OC[C@@H](N2)C2=CC=CC=C2)C=CC1 ((S)-2-(3-Chloro-phenoxy)-3-(4-phenyl4,5-dihydro-oxazol-2-y)-pyridine). Yield: 4.0%. As a reaction SMILES: [Cl:1][C:2]1[CH:3]=[C:4]([CH:24]=[CH:25][CH:26]=1)[O:5][C:6]1[N:23]=[CH:22][CH:21]=[CH:20][C:7]=1[C:8]([NH:10][C@@H:11]([C:14]1[CH:19]=[CH:18][CH:17]=[CH:16][CH:15]=1)[CH2:12][OH:13])=O.O(Cl)Cl>C1(C)C=CC=CC=1>[Cl:1][C:2]1[CH:3]=[C:4]([CH:24]=[CH:25][CH:26]=1)[O:5][C:6]1[C:7]([C:8]2[O:13][CH2:12][C@H:11]([C:14]3[CH:15]=[CH:16][CH:17]=[CH:18][CH:19]=3)[N:10]=2)=[CH:20][CH:21]=[CH:22][N:23]=1. Reported procedure: A solution of (S)-2-(3-Chloro-phenoxy)-N-(2-hydroxy-1-phenyl-ethyl)-nicotinamide (0.340 grams, 0.922 mmole) and phosprorus oxychloride (0.7 ml) in toluene (10 ml) was stirred over night. The mixture was concentrated to dryness and dissolved in methanol (10 ml) and potassium carbonate was added. The mixture was stirred for 2 hours at room temperature and refluxed for 30 minutes. The methanol was evaporated, and the residue taken up in ethyl acetate. It was washed with water and brine, dried over ... Reactants: C(C1=CC=CC=C1)OC(=O)N[C@@H](CCCCNC(=O)OC(C)(C)C)C(=O)O (Nα-benzyloxycarbonyl-Nε-tert.-butoxycarbonyl-L-lysine), compound ( 5 ), C(C1=CC=CC=C1)N (benzylamine), OC1=CC=CC=2NN=NC21 (hydroxybenzotriazole), C1(CCCCC1)N=C=NC1CCCCC1 (dicyclohexylcarbodiimide). Run in CN(C)C=O (DMF), CCOCC (ether), CN(C)C=O (DMF), CN(C)C=O (DMF). Yields the product C(C1=CC=CC=C1)NC([C@@H](NC(=O)OCC1=CC=CC=C1)CCCCNC(=O)OC(C)(C)C)=O (N-benzyl-Nα-benzyloxycarbonyl-Nε-tert.-butoxycarbonyl-L-lysinamide). The yield is 89.3%. As a reaction SMILES: [CH2:1]([O:8][C:9]([NH:11][C@H:12]([C:25]([OH:27])=O)[CH2:13][CH2:14][CH2:15][CH2:16][NH:17][C:18]([O:20][C:21]([CH3:24])([CH3:23])[CH3:22])=[O:19])=[O:10])[C:2]1[CH:7]=[CH:6][CH:5]=[CH:4][CH:3]=1.[CH2:28]([NH2:35])[C:29]1[CH:34]=[CH:33][CH:32]=[CH:31][CH:30]=1.OC1C2N=NNC=2C=CC=1.C1(N=C=NC2CCCCC2)CCCCC1>CN(C=O)C.CCOCC>[CH2:28]([NH:35][C:25](=[O:27])[C@H:12]([CH2:13][CH2:14][CH2:15][CH2:16][NH:17][C:18]([O:20][C:21]([CH3:22])([CH3:23])[CH3:24])=[O:19])[NH:11][C:9]([O:8][CH2:1][C:2]1[CH:3]=[CH:4][CH:5]=[CH:6][CH:7]=1)=[O:10])[C:29]1[CH:34]=[CH:33][CH:32]=[CH:31][CH:30]=1. Procedure details: 5 g (13.14 mmol) of Nα-benzyloxycarbonyl-Nε-tert.-butoxycarbonyl-L-lysine in 30 cm3 of dry DMF and 1.41 g (13.14 mmol) of benzylamine are condensed in the presence of 2.01 g (13.14 mmol) of hydroxybenzotriazole in 10 cm3 of dry DMF and 2.98 g (14.54 mmol) of dicyclohexylcarbodiimide in 10 cm3 of dry DMF. A pasty solid is obtained after treatment under the same conditions as for the preparation of the compound (5). This solid is covered with ether to give a precipitate of N-benzyl-Nα-benzyloxycar... Reactants: CCN=C=NCCCN(C)C, CCN(C(C)C)C(C)C, Cl, O=C(O)C(F)(F)F, NCC(=O)N1CCN(C(=O)c2ccccc2C(F)(F)F)CC1, CN(C)C=O, O, On1nnc2ccccc21, O=C(O)c1cc(-c2ccccc2)cs1. The product is O=C(NCC(=O)N1CCN(C(=O)c2ccccc2C(F)(F)F)CC1)c1cc(-c2ccccc2)cs1. Reaction SMILES: [CH3:49][CH2:50][N:51]=[C:52]=[N:53][CH2:54][CH2:55][CH2:56][N:57]([CH3:58])[CH3:59].[CH:1]([N:2]([CH2:3][CH3:4])[CH:5]([CH3:6])[CH3:7])([CH3:8])[CH3:9].[ClH:60].[F:32][C:33]([F:34])([F:35])[C:36]([OH:37])=[O:38].[NH2:10][CH2:11][C:12](=[O:13])[N:14]1[CH2:15][CH2:16][N:17]([C:20]([c:21]2[c:22]([C:27]([F:28])([F:29])[F:30])[cH:23][cH:24][cH:25][cH:26]2)=[O:31])[CH2:18][CH2:19]1.[O:75]=[CH:76][N:77]([CH3:78])[CH3:79].[OH2:80].[OH:39][n:40]1[c:41]2[c:42]([cH:43][cH:44][cH:45][cH:46]2)[n:47][n:48]1.[c:61]1(-[c:67]2[cH:68][c:69]([C:72](=[O:73])[OH:74])[s:70][cH:71]2)[cH:62][cH:63][cH:64][cH:65][cH:66]1>>[NH:10]([CH2:11][C:12](=[O:13])[N:14]1[CH2:15][CH2:16][N:17]([C:20]([c:21]2[c:22]([C:27]([F:28])([F:29])[F:30])[cH:23][cH:24][cH:25][cH:26]2)=[O:31])[CH2:18][CH2:19]1)[C:72]([c:69]1[cH:68][c:67](-[c:61]2[cH:62][cH:63][cH:64][cH:65][cH:66]2)[cH:71][s:70]1)=[O:73]. The reactants are COC=1C=C(C=CC1OC)C(=O)C1=CC(=CC(=C1)OC)OC ((3,4-dimethoxyphenyl)-(3,5-dimethoxyphenyl)methanone), C[Si](C)(C)[N-][Si](C)(C)C.[Li+] (lithium bis(trimethylsilyl)amide), COC=1C=C(C=C(C1)OC)C(=CC#N)C1=CC(=CC=C1)OC (3-(3,5-dimethoxy-phenyl)-3-(3-methoxy-phenyl)-acrylonitrile). The reagents and catalysts are [Br-].C(C)[P+](C1=CC=CC=C1)(C1=CC=CC=C1)C1=CC=CC=C1 ((ethyl)triphenylphosphonium bromide). The product is COC=1C=C(C=C(C1)OC)C(=CC)C1=CC(=C(C=C1)OC)OC (4-[1-(3,5-dimethoxyphenyl)prop-1-enyl]-1,2-dimethoxybenzene), oil. Isolated yield 97.0%. RXN SMILES: [CH3:1][O:2][C:3]1[CH:4]=[C:5]([C:11]([C:13]2[CH:18]=[C:17]([O:19][CH3:20])[CH:16]=[C:15]([O:21][CH3:22])[CH:14]=2)=O)[CH:6]=[CH:7][C:8]=1[O:9][CH3:10].C[Si]([N-][Si](C)(C)C)(C)C.[Li+].CO[C:35]1C=C(C(C2C=CC=C(OC)C=2)=CC#N)C=C(OC)[CH:40]=1>[Br-].C([P+](C1C=CC=CC=1)(C1C=CC=CC=1)C1C=CC=CC=1)C>[CH3:22][O:21][C:15]1[CH:14]=[C:13]([C:11]([C:5]2[CH:6]=[CH:7][C:8]([O:9][CH3:10])=[C:3]([O:2][CH3:1])[CH:4]=2)=[CH:35][CH3:40])[CH:18]=[C:17]([O:19][CH3:20])[CH:16]=1 |f:1.2,4.5|. Reported procedure: (3,4-dimethoxyphenyl)-(3,5-dimethoxyphenyl)methanone (0.96 g, 3.18 mmol), (ethyl)triphenylphosphonium bromide (2.36 g, 6.35 mmol), and lithium bis(trimethylsilyl)amide (1.0 M solution in THF, 6.35 ml, 6.35 mmol) were treated in the same manner as described above for the synthesis of 3-(3,5-dimethoxy-phenyl)-3-(3-methoxy-phenyl)-acrylonitrile. The crude was purified via flash column chromatography (10% EtOAc in hexane gradient to 20% EtOAc in hexane in about 30 min.) to give 4-[1-(3,5-dimethoxyph... Starting materials: C[Si](C)(C)O[Si](C)(C)C.[K] (potassium trimethylsilyl oxide), C(C)OC(=O)C=1C(=NC(=NC1)SC)Cl (ethyl-4-chloro-2-methylthio-5-pyrimidinecarboxylate). Run in COCCOC (1,2-dimethoxyethane), COCCOC (1,2-dimethoxyethane). Conditions: time 1 hour. Yields the product OC1=NC(=NC=C1C(=O)O)SC (4-hydroxy-2-methylsulfanylpyrimidine-5-carboxylic acid). Yield: 73.4%. RXN SMILES: C[Si]([O:5][Si](C)(C)C)(C)C.[K].C([O:13][C:14]([C:16]1[C:17](Cl)=[N:18][C:19]([S:22][CH3:23])=[N:20][CH:21]=1)=[O:15])C>COCCOC>[OH:5][C:17]1[C:16]([C:14]([OH:13])=[O:15])=[CH:21][N:20]=[C:19]([S:22][CH3:23])[N:18]=1 |f:0.1,^1:9|. Procedure: A slurry of potassium trimethylsilyl oxide (90% tech., 40 g, 0.31 mol) in 1,2-dimethoxyethane (300 mL) was added, slowly over 20 min, to a solution of ethyl-4-chloro-2-methylthio-5-pyrimidinecarboxylate (Aldrich, 15 g, 64 mmol) in 1,2-dimethoxyethane (100 mL). Said addition, being mildly exothermic, may warrant the use of an ice bath to maintain ambient temperature conditions during addition. After addition was complete, the resulting suspension was stirred at ambient temperature for 1 h, then w... Reactants: Cl[O-].[Na+] (sodium hypochlorite), [OH-].[Na+] (sodium hydroxide), C(C)(=O)C1=CC2=CC=C(C=C2C=C1)Br (2-acetyl-6-bromonaphthalene), C(C)(=O)C1=CC2=CC=C(C=C2C=C1)Br (2-acetyl-6-bromonaphthalene), CC1(C=2C=CC(=CC2C(=CC1)C1=CC=C(C=C1)C)C#CC1=CC=C(C(=O)OCC)C=C1)C (ethyl 4-[(5,6-dihydro-5,5-dimethyl-8-(4-methylphenyl)-2-naphthalenyl)ethynyl]benzoate). The solvent is O (water), O1CCOCC1 (1,4-dioxane). Reaction conditions: temperature 70 celsius. Product: BrC=1C=C2C=CC(=CC2=CC1)C(=O)O (6-bromo-2-naphthalenecarboxylic acid). Isolated yield 232.7%. Reaction SMILES: Cl[O-].[Na+].[OH-].[Na+].[C:6]([C:9]1[CH:18]=[CH:17][C:16]2[C:11](=[CH:12][CH:13]=[C:14]([Br:19])[CH:15]=2)[CH:10]=1)(=[O:8])C.CC1(C)CC=C(C2C=CC(C)=CC=2)C2C=C(C#CC3C=CC(C(OCC)=[O:45])=CC=3)C=CC1=2>O.O1CCOCC1>[Br:19][C:14]1[CH:15]=[C:16]2[C:11](=[CH:12][CH:13]=1)[CH:10]=[C:9]([C:6]([OH:8])=[O:45])[CH:18]=[CH:17]2 |f:0.1,2.3|. Reported procedure: To a solution of sodium hypochlorite (62 ml, 5.25% in water (w/w), 3.6 g, 48.18 mmol) and sodium hydroxide (6.4 g, 160.6 mmol) in 50 ml of water was added a solution of 2-acetyl-6-bromonaphthalene (Compound L) 4 g, (1 6.06 mmol) in 50 ml of 1,4-dioxane. The yellow solution was heated to 70° C. in an oil bath for 2 hours, cooled to ambient temperature, and extracted with ethyl ether (2×50 ml). The aqueous layers were diluted with NaHSO3 solution (until KI indicator solution remained colorless) an... The reactants are COC(C)=O, Cc1ccc(Cl)nn1, CC(c1ccc(B2OC(C)(C)C(C)(C)O2)cc1)N1CCC(CC(C)(C)O)(c2ccccc2)OC1=O. The product is Cc1ccc(-c2ccc(C(C)N3CCC(CC(C)(C)O)(c4ccccc4)OC3=O)cc2)nn1. RXN SMILES: [C:44]([O:45][CH3:46])(=[O:47])[CH3:48].[Cl:36][c:37]1[n:38][n:39][c:40]([CH3:43])[cH:41][cH:42]1.[OH:1][C:2]([CH2:3][C:4]1([c:28]2[cH:29][cH:30][cH:31][cH:32][cH:33]2)[CH2:5][CH2:6][N:7]([CH:11]([CH3:12])[c:13]2[cH:14][cH:15][c:16]([B:19]3[O:20][C:21]([CH3:22])([CH3:23])[C:24]([CH3:25])([CH3:26])[O:27]3)[cH:17][cH:18]2)[C:8](=[O:10])[O:9]1)([CH3:34])[CH3:35]>>[OH:1][C:2]([CH2:3][C:4]1([c:28]2[cH:29][cH:30][cH:31][cH:32][cH:33]2)[CH2:5][CH2:6][N:7]([CH:11]([CH3:12])[c:13]2[cH:14][cH:15][c:16](-[c:37]3[n:38][n:39][c:40]([CH3:43])[cH:41][cH:42]3)[cH:17][cH:18]2)[C:8](=[O:10])[O:9]1)([CH3:34])[CH3:35].